Dataset: the Open Reaction Database (ORD), a public repository of structured organic reaction records. Task: describe an organic reaction: reactants, conditions, products, and yield The reactants are CNC1=C(C=C(C=C1)C(C(=O)N1CCCC1)(CNC(=O)OC(C)(C)C)C)N (2-[4-(N-methylamino)-3-amino-phenyl]-2-methyl-3-(tert.butyloxycarbonylamino)-1-pyrrolidino-propan-1-one), C(#N)C1=CC=C(C=C1)NCC(=O)O.C(=O)(N1C=NC=C1)N1C=NC=C1 (4-cyano-phenylglycine carbonyldiimidazole). Run in C(C)(=O)O (acetic acid). Product: C(#N)C1=CC=C(C=C1)NCC1=NC2=C(N1C)C=CC(=C2)C(C)(C(=O)N2CCCC2)CNC(=O)OC(C)(C)C (2-(4-cyanophenylaminomethyl)-1-methyl-5-[1-(tert.butyloxycarbonylaminomethyl)-1-(pyrrolidinocarbonyl)-ethyl]-benzimidazole). As a reaction SMILES: [CH3:1][NH:2][C:3]1[CH:8]=[CH:7][C:6]([C:9]([CH3:26])([CH2:17][NH:18][C:19]([O:21][C:22]([CH3:25])([CH3:24])[CH3:23])=[O:20])[C:10]([N:12]2[CH2:16][CH2:15][CH2:14][CH2:13]2)=[O:11])=[CH:5][C:4]=1[NH2:27].[C:28]([C:30]1[CH:35]=[CH:34][C:33]([NH:36][CH2:37][C:38](O)=O)=[CH:32][CH:31]=1)#[N:29].C(N1C=CN=C1)(N1C=CN=C1)=O>C(O)(=O)C>[C:28]([C:30]1[CH:31]=[CH:32][C:33]([NH:36][CH2:37][C:38]2[N:2]([CH3:1])[C:3]3[CH:8]=[CH:7][C:6]([C:9]([CH2:17][NH:18][C:19]([O:21][C:22]([CH3:25])([CH3:24])[CH3:23])=[O:20])([C:10]([N:12]4[CH2:13][CH2:14][CH2:15][CH2:16]4)=[O:11])[CH3:26])=[CH:5][C:4]=3[N:27]=2)=[CH:34][CH:35]=1)#[N:29] |f:1.2|. Procedure details: Prepared analogously to Example 1g/h from 2-[4-(N-methylamino)-3-amino-phenyl]-2-methyl-3-(tert.butyloxycarbonylamino)-1-pyrrolidino-propan-1-one, 4-cyano-phenylglycine/carbonyldiimidazole and subsequent treatment with glacial acetic acid. The reactants are COc1cc(Br)c(C=O)cc1OC(C)C, CCOCC, [Cl-], CI, [NH4+]. The product is COc1cc(Br)c(C(C)O)cc1OC(C)C. As a reaction SMILES: [Br:3][c:4]1[c:5]([CH:6]=[O:7])[cH:8][c:9]([O:14][CH:15]([CH3:16])[CH3:17])[c:10]([O:12][CH3:13])[cH:11]1.[CH3:20][CH2:21][O:22][CH2:23][CH3:24].[Cl-:18].[I:1][CH3:2].[NH4+:19]>>[CH3:2][CH:6]([c:5]1[c:4]([Br:3])[cH:11][c:10]([O:12][CH3:13])[c:9]([O:14][CH:15]([CH3:16])[CH3:17])[cH:8]1)[OH:7]. Starting materials: C(C1=CC=CC=C1)OC1=C(C=C(C=C1)O)S(=O)C (4-benzyloxy-3-methylsulfinylphenol), CI (methyl iodide), dimolar solution, C(C)(C)[N-]C(C)C.[Li+] (lithium diisopropylamide), CO (methanol). The solvent is O1CCCC1 (tetrahydrofuran), O1CCCC1 (tetrahydrofuran). Run at time 15 minute. The product is C(C1=CC=CC=C1)OC1=C(C=C(C=C1)O)S(=O)CC (4-benzyloxy-3-ethylsulfinylphenol), solid. Isolated yield 72.0%. Reaction SMILES: [CH2:1]([O:8][C:9]1[CH:14]=[CH:13][C:12]([OH:15])=[CH:11][C:10]=1[S:16]([CH3:18])=[O:17])[C:2]1[CH:7]=[CH:6][CH:5]=[CH:4][CH:3]=1.[CH:19]([N-]C(C)C)(C)C.[Li+].CI.CO>O1CCCC1>[CH2:1]([O:8][C:9]1[CH:14]=[CH:13][C:12]([OH:15])=[CH:11][C:10]=1[S:16]([CH2:18][CH3:19])=[O:17])[C:2]1[CH:3]=[CH:4][CH:5]=[CH:6][CH:7]=1 |f:1.2|. Procedure: A solution of 0.4 g of 4-benzyloxy-3-methylsulfinylphenol pmb (1.05 mmol) in 40 ml of tetrahydrofuran is cooled to −50° C. and 0.784 ml of a dimolar solution of lithium diisopropylamide (1.57 mmol) in tetrahydrofuran is then added. The reaction mixture is stirred for 15 minutes and 0.13 ml of methyl iodide (1.1 mmol) is added. After stirring for 15 minutes, methanol is added and the solvents are evaporated off under reduced pressure. The 4-benzyloxy-3-ethylsulfinylphenol pmb is obtained in the f... Reactants: [Br-], CN(C)C=O, COCCOC, [H-], CI, [Li+], [Na+], CCOC(=O)c1cc2ccccc2[nH]c1=O, O=C(O)CC(O)(CC(=O)O)C(=O)O. The product is CCOC(=O)c1cc2ccccc2n(C)c1=O. As a reaction SMILES: [Br-:20].[CH3:36][N:37]([CH3:38])[CH:39]=[O:40].[CH3:41][O:42][CH2:43][CH2:44][O:45][CH3:46].[H-:17].[I:21][CH3:22].[Li+:19].[Na+:18].[O:1]=[c:2]1[nH:3][c:4]2[cH:5][cH:6][cH:7][cH:8][c:9]2[cH:10][c:11]1[C:12](=[O:13])[O:14][CH2:15][CH3:16].[OH:23][C:24]([CH2:25][C:26]([C:27](=[O:28])[OH:29])([CH2:30][C:31](=[O:32])[OH:33])[OH:34])=[O:35]>>[O:1]=[c:2]1[n:3]([CH3:24])[c:4]2[cH:5][cH:6][cH:7][cH:8][c:9]2[cH:10][c:11]1[C:12](=[O:13])[O:14][CH2:15][CH3:16]. Starting materials: [K] (potassium), C(C1=CC=CC=C1)OC=1C=C(C(=O)O)C=CC1 (3-benzyloxybenzoic acid), BrCCl (bromochloromethane). Solvent: CN(C)C=O (DMF). Conditions: time 15 hour. The product is C(C1=CC=CC=C1)OC=1C=C(C(=O)OCCl)C=CC1 (Chloromethyl 3-Benzyloxybenzoate). RXN SMILES: [K].[CH2:2]([O:9][C:10]1[CH:11]=[C:12]([CH:16]=[CH:17][CH:18]=1)[C:13]([OH:15])=[O:14])[C:3]1[CH:8]=[CH:7][CH:6]=[CH:5][CH:4]=1.Br[CH2:20][Cl:21]>CN(C=O)C>[CH2:2]([O:9][C:10]1[CH:11]=[C:12]([CH:16]=[CH:17][CH:18]=1)[C:13]([O:15][CH2:20][Cl:21])=[O:14])[C:3]1[CH:4]=[CH:5][CH:6]=[CH:7][CH:8]=1 |^1:0|. Procedure: To the potassium salt of 3-benzyloxybenzoic acid (2.39 g, 8.91 mmol) was added the bromochloromethane (8.7 ml, 15 eq.) and DMF (10.7 mL). The mixture was then stirred at room temperature for 12-18 hours. The mixture was then filtered and the filtrate concentrated. Purification of the crude product via flash chromatography (EtOAc: Hexanes 1:10) yielded 1.2 g of the title compound as a light yellow oil. 1H NMR (300 MHz, CDC13)δ=5.12 (s, 2H), 5.96 (s, 2H), 7.22-7.25 (m, 1H), 7.26-7.47 (m, 6H), 7.68... Starting materials: solution, [Cl-].C[Zn+] (methylzinc(II) chloride), BrC1=C2C=C(NC2=CC=C1OC)C(=O)OCC (ethyl 4-bromo-5-methoxy-1H-indole-2-carboxylate), C(=O)(O)[O-].[Na+] (NaHCO3). Reagents/catalysts: CC(C)([P](C(C)(C)C)([Pd][P](C(C)(C)C)(C(C)(C)C)C(C)(C)C)C(C)(C)C)C (bis(tri-t-butylphosphine)palladium). Solvent: C1CCOC1 (THF), C1CCOC1 (THF). Conditions: temperature 65 celsius, time 2 hour. Yields the product COC=1C(=C2C=C(NC2=CC1)C(=O)OCC)C (Ethyl 5-Methoxy-4-methyl-1H-indole-2-carboxylate). RXN SMILES: Br[C:2]1[C:10]([O:11][CH3:12])=[CH:9][CH:8]=[C:7]2[C:3]=1[CH:4]=[C:5]([C:13]([O:15][CH2:16][CH3:17])=[O:14])[NH:6]2.[Cl-].C[Zn+].[C:21]([O-])(O)=O.[Na+]>C1COCC1.CC(C)([P](C(C)(C)C)([Pd][P](C(C)(C)C)(C(C)(C)C)C(C)(C)C)C(C)(C)C)C>[CH3:12][O:11][C:10]1[C:2]([CH3:21])=[C:3]2[C:7](=[CH:8][CH:9]=1)[NH:6][C:5]([C:13]([O:15][CH2:16][CH3:17])=[O:14])=[CH:4]2 |f:1.2,3.4,^1:33,39|. Procedure: To a reaction mixture of ethyl 4-bromo-5-methoxy-1H-indole-2-carboxylate (1 g, 3.35 mmol) and bis(tri-t-butylphosphine)palladium (0) (0.171 g, 0.335 mmol) in THF (10 mL) was added a 2 M solution of methylzinc(II) chloride in THF (5.03 mL, 10.06 mmol) at room temperature. The reaction was stirred at 65° C. for 2 h, cooled down, and added saturated aqueous NaHCO3 solution. The solid was filtered off through celite and washed with ethyl acetate. The filtrate was extracted with ethyl acetate. The co... The reactants are N1=CC(=CC=C1)C1=CC(=C2CCCCN12)C#N (3-(3-pyridyl)-5,6,7,8-tetrahydroindolizine-1-carbonitrile), [OH-].[K+] (potassium hydroxide), C(CO)O (ethylene glycol), C (charcoal). The solvent is O (water). Reaction conditions: temperature 20 celsius, time 16 hour. Yields the product N1=CC(=CC=C1)C1=CC(=C2CCCCN12)C(=O)O (3-(3-Pyridyl)-5,6,7,8-tetrahydroindolizine-1-carboxylic acid). RXN SMILES: [N:1]1[CH:6]=[CH:5][CH:4]=[C:3]([C:7]2[N:15]3[C:10]([CH2:11][CH2:12][CH2:13][CH2:14]3)=C(C#N)[CH:8]=2)[CH:2]=1.[OH-:18].[K+].C.[CH2:21]([OH:24])[CH2:22]O>O>[N:1]1[CH:6]=[CH:5][CH:4]=[C:3]([C:7]2[N:15]3[C:10]([CH2:11][CH2:12][CH2:13][CH2:14]3)=[C:22]([C:21]([OH:24])=[O:18])[CH:8]=2)[CH:2]=1 |f:1.2|. Procedure details: A solution of 3-(3-pyridyl)-5,6,7,8-tetrahydroindolizine-1-carbonitrile (15.6 g) and of potassium hydroxide powder (15.8 g) in ethylene glycol (150 cc) is heated at a temperature of about 156° C. for 11 hours and 30 minutes. After 16 hours' stirring at a temperature of about 20° C., the solvent is evaporated off under reduced pressure (2 mm Hg; 0.27 kPa) at a temperature of about 100° C. The residue obtained is dissolved in distilled water (250 cc). The solution obtained is treated with decolour... The reactants are BrC=1N=NC(=CN1)C1=C(C=CC(=C1)Br)F (3-Bromo-6-(5-bromo-2-fluorophenyl)-1,2,4-triazine), FC1=C(C=CC=C1)C(C)(C)N (2-(2-fluorophenyl)propan-2-amine), C(=O)([O-])[O-].[K+].[K+] (K2CO3), CC#N (CH3CN). Solvent: CCOC(=O)C (EtOAc). The product is BrC=1C=CC(=C(C1)C1=CN=C(N=N1)NC(C)(C)C1=C(C=CC=C1)F)F (6-(5-Bromo-2-fluorophenyl)-N-(2-(2-fluorophenyl)propan-2-yl)-1,2,4-triazin-3-amine). Isolated yield 67.6%. As a reaction SMILES: Br[C:2]1[N:3]=[N:4][C:5]([C:8]2[CH:13]=[C:12]([Br:14])[CH:11]=[CH:10][C:9]=2[F:15])=[CH:6][N:7]=1.[F:16][C:17]1[CH:22]=[CH:21][CH:20]=[CH:19][C:18]=1[C:23]([NH2:26])([CH3:25])[CH3:24].C([O-])([O-])=O.[K+].[K+].CC#N>CCOC(C)=O>[Br:14][C:12]1[CH:11]=[CH:10][C:9]([F:15])=[C:8]([C:5]2[N:4]=[N:3][C:2]([NH:26][C:23]([C:18]3[CH:19]=[CH:20][CH:21]=[CH:22][C:17]=3[F:16])([CH3:25])[CH3:24])=[N:7][CH:6]=2)[CH:13]=1 |f:2.3.4|. Procedure: 3-Bromo-6-(5-bromo-2-fluorophenyl)-1,2,4-triazine (2.8 g, 8.4 mmol), 2-(2-fluorophenyl)propan-2-amine (2.0 g, 12.6 mmol), K2CO3 (2.3 g, 16.8 mmol) and CH3CN (20 mL) was heated to 90° C. The reaction mixture was diluted with EtOAc and washed with satd. aq. NaHCO3 and brine. The organic layer was dried over sodium sulfate, filtered, concentrated, and purified using silica gel chromatography to afford a yellow solid (2.3 g), m/z=406.1 [M+H]. The reactants are C(C)(=O)C1=CC=C(C(=C1OCCCC(=O)OCC)CCC)OCCCl (ethyl 4-[6-acetyl-3-(2-chloroethoxy)-2-propylphenoxy]butyrate), OC1=C(C=CC(=C1CCC)S)C(C)=O ((2-hydroxy-4-mercapto-3-propylphenyl)ethanone), [I-].[K+] (potassium iodide), C([O-])([O-])=O.[K+].[K+] (potassium carbonate). Solvent: CC(=O)C (acetone). Run at time 19 hour. Product: C(C)(=O)C1=CC=C(C(=C1OCCCC(=O)OCC)CCC)OCCSC1=C(C(=C(C=C1)C(C)=O)O)CCC (Ethyl 4-[6-acetyl-3-[2-(4-acetyl-3-hydroxy-2-propyl-phenylthio)ethoxy]-2-propylphenoxy]butyrate). Isolated yield 82.8%. RXN SMILES: [C:1]([C:4]1[C:9]([O:10][CH2:11][CH2:12][CH2:13][C:14]([O:16][CH2:17][CH3:18])=[O:15])=[C:8]([CH2:19][CH2:20][CH3:21])[C:7]([O:22][CH2:23][CH2:24]Cl)=[CH:6][CH:5]=1)(=[O:3])[CH3:2].[OH:26][C:27]1[C:32]([CH2:33][CH2:34][CH3:35])=[C:31]([SH:36])[CH:30]=[CH:29][C:28]=1[C:37](=[O:39])[CH3:38].[I-].[K+].C(=O)([O-])[O-].[K+].[K+]>CC(C)=O>[C:1]([C:4]1[C:9]([O:10][CH2:11][CH2:12][CH2:13][C:14]([O:16][CH2:17][CH3:18])=[O:15])=[C:8]([CH2:19][CH2:20][CH3:21])[C:7]([O:22][CH2:23][CH2:24][S:36][C:31]2[CH:30]=[CH:29][C:28]([C:37](=[O:39])[CH3:38])=[C:27]([OH:26])[C:32]=2[CH2:33][CH2:34][CH3:35])=[CH:6][CH:5]=1)(=[O:3])[CH3:2] |f:2.3,4.5.6|. Reported procedure: A mixture of ethyl 4-[6-acetyl-3-(2-chloroethoxy)-2-propylphenoxy]butyrate (0.60 g), (2-hydroxy-4-mercapto-3-propylphenyl)ethanone (0.51 g), potassium iodide (0.1 g) and potassium carbonate (0.65 g) in acetone (40 ml) was heated and refluxed with stirring for 19 hours. After cooled, inorganic materials were separated by filtration and the filtrate was concentrated. The resultant residue was separated and purified through silica gel column chromatography (eluting with benzene:ethyl acetate=15:1, ...